This data is from the Open Reaction Database (ORD), a public repository of structured organic reaction records. The task is: describe an organic reaction: reactants, conditions, products, and yield The reactants are CCOC(=O)c1cc(Cl)c(Cl)s1, CCO, [Na+], C1CCOC1, [OH-]. Product: O=C(O)c1cc(Cl)c(Cl)s1. Reaction SMILES: [CH2:1]([CH3:2])[O:3][C:4](=[O:5])[c:6]1[s:7][c:8]([Cl:12])[c:9]([Cl:11])[cH:10]1.[CH3:13][CH2:14][OH:15].[Na+:22].[O:16]1[CH2:17][CH2:18][CH2:19][CH2:20]1.[OH-:21]>>[O:3]=[C:4]([OH:5])[c:6]1[s:7][c:8]([Cl:12])[c:9]([Cl:11])[cH:10]1.